This data is from the Open Reaction Database (ORD), a public repository of structured organic reaction records. The task is: describe an organic reaction: reactants, conditions, products, and yield The reactants are Cc1ccc2cc(C(=O)O)ccc2n1, Cc1ccc(Cl)c(N)c1. Reagents/catalysts: CCOC(=O)C(=NO[P+](N1CCCC1)(N2CCCC2)N3CCCC3)C#N.F[P-](F)(F)(F)(F)F (PyOxim), CCN(C(C)C)C(C)C (DIPEA). Solvent: CN(C)C=O (DMF), CN(C)C=O (DMF), CN(C)C=O (DMF), CN(C)C=O (DMF), CN(C)C=O (DMF), CN(C)C=O (DMF). Run at temperature 25 celsius, time 2 hour. The product is Cc1ccc(Cl)c(NC(=O)c2ccc3nc(C)ccc3c2)c1. Yield: 12.3%. As a reaction SMILES: Cc1ccc(Cl)c(N)c1.Cc1ccc2cc(C(=O)O)ccc2n1.CCOC(=O)C(=NO[P+](N1CCCC1)(N2CCCC2)N3CCCC3)C#N.F[P-](F)(F)(F)(F)F.CCN(C(C)C)C(C)C.CN(C)C=O>>Cc1ccc(Cl)c(NC(=O)c2ccc3nc(C)ccc3c2)c1. Reactants: CI, COC(=O)CC(C)O. Product: COC(=O)C(C)C(C)O. Reaction SMILES: [CH3:9][I:10].[OH:1][CH:2]([CH2:3][C:4](=[O:5])[O:6][CH3:7])[CH3:8]>>[OH:1][CH:2]([CH:3]([C:4](=[O:5])[O:6][CH3:7])[CH3:9])[CH3:8]. The reactants are C1(CCCCCN1)=O (ε-caprolactam), C(=O)CCCCC(=O)OC (methyl 5-formylvalerate), C(=O)CCCCC(=O)OC (methyl 5-formylvalerate). Run in O (water). Product: C(=O)CCCCC(=O)O (5-formylvaleric acid). As a reaction SMILES: C1(=O)NCCCCC1.[CH:9]([CH2:11][CH2:12][CH2:13][CH2:14][C:15]([O:17]C)=[O:16])=[O:10]>O>[CH:9]([CH2:11][CH2:12][CH2:13][CH2:14][C:15]([OH:17])=[O:16])=[O:10]. Procedure: An ε-caprolactam preparation process starting from methyl 5-formylvalerate is described in U.S. Pat. No. 4,730,040. In this process, methyl 5-formylvalerate is first hydrolyzed (step x) in the presence of water and an acidic agent to yield 5-formylvaleric acid. The acid is then further reacted (step y) in aqueous solvent with ammonia and hydrogen in the presence of a Raney nickel catalyst in one reaction step to yield 6-aminocaproic acid. After separation of ammonia, the aqueous mixture is heate... Reactants: CC[C@H]1CN2CC[C@H]1C[C@@H]2[C@H](C3=C4C=C(C=CC4=NC=C3)OC)OC5=NN=C(C6=CC=CC=C65)O[C@H]([C@H]7C[C@@H]8CCN7C[C@@H]8CC)C9=C1C=C(C=CC1=NC=C9)OC (AD-mix-β), O (H2O), BrC1=C2C=CC=NC2=CC(=C1C=C)C (5-bromo-7-methyl-6-vinylquinoline). The solvent is C(C)(=O)OCC (ethyl acetate), C(C)(C)(C)O (tert-butanol). Conditions: temperature 0 celsius, time 2 day. Product: BrC1=C2C=CC=NC2=CC(=C1[C@H](CO)O)C ((R)-1-(5-bromo-7-methylquinolin-6-yl)ethane-1,2-diol). Reaction SMILES: CC[C@@H]1[C@@H]2C[C@H]([C@@H](OC3C4C(=CC=CC=4)C(O[C@@H](C4C=CN=C5C=4C=C(OC)C=C5)[C@@H]4N5C[C@H](CC)[C@@H](CC5)C4)=NN=3)C3C=CN=C4C=3C=C([O:22]C)C=C4)N(CC2)C1.[OH2:59].[Br:60][C:61]1[C:70]([CH:71]=[CH2:72])=[C:69]([CH3:73])[CH:68]=[C:67]2[C:62]=1[CH:63]=[CH:64][CH:65]=[N:66]2>C(O)(C)(C)C.C(OCC)(=O)C>[Br:60][C:61]1[C:70]([C@@H:71]([OH:22])[CH2:72][OH:59])=[C:69]([CH3:73])[CH:68]=[C:67]2[C:62]=1[CH:63]=[CH:64][CH:65]=[N:66]2. Procedure details: A biphasic mixture of AD-mix-β (1.2 g, excess) in tert-butanol (4.5 mL)/H2O (4.5 mL) was cooled to 0° C. and 5-bromo-7-methyl-6-vinylquinoline (210 mg, 0.85 mmol) was added. The reaction mixture was stirred for 2 days at 0° C. The mixture was diluted with ethyl acetate, washed with water and brine, dried over Na2SO4, filtered and concentrated and purified by flash column chromatography (silica gel, 0 to 100% ethyl acetate/hexanes) to give (R)-1-(5-bromo-7-methylquinolin-6-yl)ethane-1,2-diol. 1H-... Reactants: [OH-].[Na+] (sodium hydroxide), C(CC)NCCCOC1=C(C=C(C=C1)C1=CC=C(C=C1)C(=O)OCC)C1=CC=2C(CCC(C2C=C1)(C)C)(C)C (ethyl 4′-(3-propylaminopropoxy)-3′-(5,5,8,8-tetramethyl-5,6,7,8-tetrahydronaphth-2-yl)biphenyl-4-carboxylate). Run in O1CCCC1 (tetrahydrofuran). Yields the product C(CC)NCCCOC1=C(C=C(C=C1)C1=CC=C(C=C1)C(=O)O)C1=CC=2C(CCC(C2C=C1)(C)C)(C)C (4′-(3-propylaminopropoxy)-3′-(5,5,8,8-tetramethyl-5,6,7,8-tetrahydronaphth-2-yl)biphenyl-4-carboxylic acid), solid. The yield is 64.0%. As a reaction SMILES: [OH-].[Na+].[CH2:3]([NH:6][CH2:7][CH2:8][CH2:9][O:10][C:11]1[CH:16]=[CH:15][C:14]([C:17]2[CH:22]=[CH:21][C:20]([C:23]([O:25]CC)=[O:24])=[CH:19][CH:18]=2)=[CH:13][C:12]=1[C:28]1[CH:37]=[CH:36][C:35]2[C:34]([CH3:39])([CH3:38])[CH2:33][CH2:32][C:31]([CH3:41])([CH3:40])[C:30]=2[CH:29]=1)[CH2:4][CH3:5]>O1CCCC1>[CH2:3]([NH:6][CH2:7][CH2:8][CH2:9][O:10][C:11]1[CH:16]=[CH:15][C:14]([C:17]2[CH:22]=[CH:21][C:20]([C:23]([OH:25])=[O:24])=[CH:19][CH:18]=2)=[CH:13][C:12]=1[C:28]1[CH:37]=[CH:36][C:35]2[C:34]([CH3:39])([CH3:38])[CH2:33][CH2:32][C:31]([CH3:40])([CH3:41])[C:30]=2[CH:29]=1)[CH2:4][CH3:5] |f:0.1|. Reported procedure: In a manner similar to that of Example 2a, by reaction of 584 mg (14.6 mmol) of sodium hydroxide with 770 mg (1.46 mmol) of ethyl 4′-(3-propylaminopropoxy)-3′-(5,5,8,8-tetramethyl-5,6,7,8-tetrahydronaphth-2-yl)biphenyl-4-carboxylate (Example 9a) in 30 ml of tetrahydrofuran. 470 mg of 4′-(3-propylaminopropoxy)-3′-(5,5,8,8-tetramethyl-5,6,7,8-tetrahydronaphth-2-yl)biphenyl-4-carboxylic acid are obtained in the form of a white solid (m.p.=226° C., yield=64%). Reactants: [N+](=O)([O-])C1=C(C=C(C=C1)OC1=CC(=CC=C1)C1=CC=CC=C1)N(C(OC(C)(C)C)=O)C (t-butyl N-[2-nitro-5-(3-phenylphenoxy)phenyl]-N-methylcarbamate), 7/3. The reagents and catalysts are [Pd] (palladium on carbon). The solvent is C1(=CC=CC=C1)C.CO (toluene methanol). Yields the product NC1=C(C=C(C=C1)OC1=CC(=CC=C1)C1=CC=CC=C1)N(C(OC(C)(C)C)=O)C (t-Butyl N-[2-amino-5-(3-phenylphenoxy)phenyl]-N-methylcarbamate). Yield: 75.0%. As a reaction SMILES: [N+:1]([C:4]1[CH:9]=[CH:8][C:7]([O:10][C:11]2[CH:16]=[CH:15][CH:14]=[C:13]([C:17]3[CH:22]=[CH:21][CH:20]=[CH:19][CH:18]=3)[CH:12]=2)=[CH:6][C:5]=1[N:23]([CH3:31])[C:24](=[O:30])[O:25][C:26]([CH3:29])([CH3:28])[CH3:27])([O-])=O>[Pd].C1(C)C=CC=CC=1.CO>[NH2:1][C:4]1[CH:9]=[CH:8][C:7]([O:10][C:11]2[CH:16]=[CH:15][CH:14]=[C:13]([C:17]3[CH:22]=[CH:21][CH:20]=[CH:19][CH:18]=3)[CH:12]=2)=[CH:6][C:5]=1[N:23]([CH3:31])[C:24](=[O:30])[O:25][C:26]([CH3:27])([CH3:28])[CH3:29] |f:2.3|. Procedure details: In a similar manner to that described in Reference Example 7, a reaction was carried out using t-butyl N-[2-nitro-5-(3-phenylphenoxy)phenyl]-N-methylcarbamate (8.7 g), palladium on carbon (10%, 0.69 g) and toluene/methanol=7/3 (100 ml) and the reaction mixture was purified to give the title compound (6.06 g). The reactants are resultant mixture, O=O (oxygen), C(C)(=O)O (acetic acid), ON1C(C=2C(C1=O)=CC=CC2)=O (N-hydroxyphthalimide), Co(AA)2. Solvent: CC=1C=CC=CC1C (o-xylene), CC=1C=CC=CC1C (o-xylene). Product: C(C=1C(C(=O)O)=CC=CC1)(=O)O (phthalic acid), CC1=C(C(=O)O)C=CC=C1 (o-methylbenzoic acid), C1(C=2C(C(=O)O1)=CC=CC2)=O (phthalic anhydride). The yield is 10.0%. RXN SMILES: [C:1]([OH:4])(=[O:3])[CH3:2].ON1[C:10](=[O:11])[C:9]2=[CH:12][CH:13]=[CH:14][CH:15]=[C:8]2[C:7]1=[O:16].[O:17]=O>CC1C=CC=CC=1C>[C:10]([OH:17])(=[O:11])[C:9]1[C:2](=[CH:13][CH:14]=[CH:15][CH:8]=1)[C:1]([OH:4])=[O:3].[CH3:10][C:9]1[CH:12]=[CH:13][CH:14]=[CH:15][C:8]=1[C:7]([OH:16])=[O:3].[C:10]1(=[O:11])[O:4][C:1](=[O:3])[C:2]2=[CH:13][CH:14]=[CH:15][CH:8]=[C:9]12. Procedure details: To 25 milliliters of acetic acid were added 1.06 grams (10 millimoles) of o-xylene, 0.16 gram (1 millimole) of N-hydroxyphthalimide and 0.018 gram (0.05 millimole) of acetylacetonatocobalt(II) Co(AA)2, and the resultant mixture was stirred in an oxygen atmosphere at a temperature of 100° C. for 6 hours. With a transformation rate of 98%, o-xylene was transformed into phthalic acid (yield 40%), o-methylbenzoic acid (yield 46%) and phthalic anhydride (yield 10%).